This data is from the Open Reaction Database (ORD), a public repository of structured organic reaction records. The task is: describe an organic reaction: reactants, conditions, products, and yield Reactants: COc1c(Cl)cc2c(-c3ccccc3F)noc2c1Cl, Cl, O, c1ccncc1. Yields the product Oc1c(Cl)cc2c(-c3ccccc3F)noc2c1Cl. Reaction SMILES: [Cl:1][c:2]1[c:3]([O:19][CH3:20])[c:4]([Cl:18])[c:5]2[c:6]([c:7](-[c:10]3[c:11]([F:16])[cH:12][cH:13][cH:14][cH:15]3)[n:8][o:9]2)[cH:17]1.[ClH:21].[OH2:28].[n:22]1[cH:23][cH:24][cH:25][cH:26][cH:27]1>>[Cl:1][c:2]1[c:3]([OH:19])[c:4]([Cl:18])[c:5]2[c:6]([c:7](-[c:10]3[c:11]([F:16])[cH:12][cH:13][cH:14][cH:15]3)[n:8][o:9]2)[cH:17]1. The reactants are F[B-](F)(F)F, CC(C)(C)c1ccc(CNCCC2CCSCC2)cc1, CCN(C(C)C)C(C)C, CN(C)C=O, O, CN(C)C(On1nnc2ccccc21)=[N+](C)C, O=C(O)c1cccc2cc[nH]c12. Product: CC(C)(C)c1ccc(CN(CCC2CCSCC2)C(=O)c2cccc3cc[nH]c23)cc1. Reaction SMILES: [B-:13]([F:14])([F:15])([F:16])[F:17].[C:44]([CH3:45])([CH3:46])([CH3:47])[c:48]1[cH:49][cH:50][c:51]([CH2:52][NH:53][CH2:54][CH2:55][CH:56]2[CH2:57][CH2:58][S:59][CH2:60][CH2:61]2)[cH:62][cH:63]1.[CH:35]([N:36]([CH2:37][CH3:38])[CH:39]([CH3:40])[CH3:41])([CH3:42])[CH3:43].[O:64]=[CH:65][N:66]([CH3:67])[CH3:68].[OH2:69].[n:18]1([O:19][C:20]([N:21]([CH3:22])[CH3:23])=[N+:24]([CH3:25])[CH3:26])[c:27]2[cH:28][cH:29][cH:30][cH:31][c:32]2[n:33][n:34]1.[nH:1]1[cH:2][cH:3][c:4]2[cH:5][cH:6][cH:7][c:8]([C:10](=[O:11])[OH:12])[c:9]12>>[nH:1]1[cH:2][cH:3][c:4]2[cH:5][cH:6][cH:7][c:8]([C:10](=[O:12])[N:53]([CH2:52][c:51]3[cH:50][cH:49][c:48]([C:44]([CH3:45])([CH3:46])[CH3:47])[cH:63][cH:62]3)[CH2:54][CH2:55][CH:56]3[CH2:57][CH2:58][S:59][CH2:60][CH2:61]3)[c:9]12. The reactants are CI, CN(C)C=O, CCCCCC, C#Cc1ncn2c1CN(C)C(=O)c1c(Cl)cccc1-2, [H-], [Na+], O. The product is CC#Cc1ncn2c1CN(C)C(=O)c1c(Cl)cccc1-2. As a reaction SMILES: [CH3:22][I:23].[CH3:25][N:26]([CH3:27])[CH:28]=[O:29].[CH3:30][CH2:31][CH2:32][CH2:33][CH2:34][CH3:35].[Cl:1][c:2]1[cH:3][cH:4][cH:5][c:6]2[c:7]1[C:8](=[O:19])[N:9]([CH3:18])[CH2:10][c:11]1[n:12]-2[cH:13][n:14][c:15]1[C:16]#[CH:17].[H-:20].[Na+:21].[OH2:24]>>[Cl:1][c:2]1[cH:3][cH:4][cH:5][c:6]2[c:7]1[C:8](=[O:19])[N:9]([CH3:18])[CH2:10][c:11]1[n:12]-2[cH:13][n:14][c:15]1[C:16]#[C:17][CH3:22]. Starting materials: BrC=1C=C(C=C2C=CC=NC12)CC#N ((8-Bromo-quinolin-6-yl)-acetonitrile), CI (MeI), CC(C)([O-])C.[K+] (potassium t-butoxide). Run in [NH4+].[Cl-] (NH4Cl), C1CCOC1 (THF). Conditions: temperature 0 celsius, time 2 hour. Yields the product N1=CC=CC2=CC=CC=C12 (Quinoline). Reaction SMILES: Br[C:2]1[CH:3]=[C:4](CC#N)[CH:5]=[C:6]2[C:11]=1[N:10]=[CH:9][CH:8]=[CH:7]2.CI.CC(C)([O-])C.[K+]>C1COCC1.[NH4+].[Cl-]>[N:10]1[C:11]2[C:6](=[CH:5][CH:4]=[CH:3][CH:2]=2)[CH:7]=[CH:8][CH:9]=1 |f:2.3,5.6|. Procedure details: To a solution of (8-bromo-quinolin-6-yl)-acetonitrile from Step 1 (1.0 eq) in THF (0.12M) at −78° C., was added MeI (2.3 eq) followed by potassium t-butoxide (2.3 eq). After 2 h at −78° C., the resulting mixture was warmed to 0° C. and was poured in saturated aqueous NH4Cl, then extracted with EtOAc (2×). The combined organic extracts were washed with brine, dried over MgSO4, filtered and concentrated. Flash chromatography (Hex:EtOAc, 3:1) afforded the title compound as a white solid. Procedure details: The procedure is as described in Example 4, starting from 1.61 g of (3aS,4S,6S,7aR)-6-cyanomethyl-4-(2-methoxyphenyl)perhydroisoindol-4-ol hydrochloride, 50 cm3 of dichloromethane, 0.70 cm3 of triethylamine, 1.21 g of (2-benzyloxyphenyl) acetic acid, 0.02 g of hydroxybenzotriazole hydrate and 1.05 g of 1-(3-dimethylaminopropyl)-3-ethylcarbodiimide. Purification by chromatography followed by recrystallization from ethyl acetate give 1.4 g of (3aS,4S,6S,7aR)-6-cyanomethyl-2-[(2-benzyloxyphenyl)ace... Solvent: C(C)N(CC)CC (triethylamine). Starting materials: Cl.C(#N)C[C@H]1C[C@@]([C@@H]2CNC[C@@H]2C1)(O)C1=C(C=CC=C1)OC ((3aS,4S,6S,7aR)-6-cyanomethyl-4-(2-methoxyphenyl)perhydroisoindol-4-ol hydrochloride), CN(CCCN=C=NCC)C (1-(3-dimethylaminopropyl)-3-ethylcarbodiimide), ClCCl (dichloromethane), C(C1=CC=CC=C1)OC1=C(C=CC=C1)CC(=O)O ((2-benzyloxyphenyl) acetic acid). The yield is 55.0%. Product: C(#N)C[C@H]1C[C@@]([C@@H]2CN(C[C@@H]2C1)C(CC1=C(C=CC=C1)OCC1=CC=CC=C1)=O)(O)C1=C(C=CC=C1)OC ((3aS,4S,6S,7aR)-6-cyanomethyl-2-[(2-benzyloxyphenyl)acetyl]-4-(2-methoxyphenyl)perhydroisoindol-4-ol). The reagents and catalysts are O.OC1=CC=CC=2NN=NC21 (hydroxybenzotriazole hydrate). RXN SMILES: Cl.[C:2]([CH2:4][C@@H:5]1[CH2:13][C@@H:12]2[C@@H:8]([CH2:9][NH:10][CH2:11]2)[C@@:7]([C:15]2[CH:20]=[CH:19][CH:18]=[CH:17][C:16]=2[O:21][CH3:22])([OH:14])[CH2:6]1)#[N:3].ClCCl.[CH2:26]([O:33][C:34]1[CH:39]=[CH:38][CH:37]=[CH:36][C:35]=1[CH2:40][C:41](O)=[O:42])[C:27]1[CH:32]=[CH:31][CH:30]=[CH:29][CH:28]=1.CN(C)CCCN=C=NCC>O.OC1C2N=NNC=2C=CC=1.C(N(CC)CC)C>[C:2]([CH2:4][C@@H:5]1[CH2:13][C@@H:12]2[C@@H:8]([CH2:9][N:10]([C:41](=[O:42])[CH2:40][C:35]3[CH:36]=[CH:37][CH:38]=[CH:39][C:34]=3[O:33][CH2:26][C:27]3[CH:32]=[CH:31][CH:30]=[CH:29][CH:28]=3)[CH2:11]2)[C@@:7]([C:15]2[CH:20]=[CH:19][CH:18]=[CH:17][C:16]=2[O:21][CH3:22])([OH:14])[CH2:6]1)#[N:3] |f:0.1,5.6|.